Dataset: the Open Reaction Database (ORD), a public repository of structured organic reaction records. Task: describe an organic reaction: reactants, conditions, products, and yield Reactants: C(CCC)C=1N(C2=C(N1)SCC(C2=O)F)CC2=CC=C(C=C2)C=2C(=CC=CC2)S(=O)(=O)N=CN(C)C (4'-[(2-butyl-6,7-dihydro-6-fluoro-7-oxo-thiopyrano-[2,3-d]-imidazol-1-(5H}-yl)-methyl]-N-((dimethylamino)-methylene)-(1,1'-biphenyl)-2-sulfonamide), Cl (hydrochloric acid). The solvent is C(C)O (ethanol). Product: C(CCC)C=1N(C2=C(N1)SCC(C2=O)F)CC2=CC=C(C=C2)C=2C(=CC=CC2)S(=O)(=O)N (4'-[(2-butyl-6,7-dihydro-6-fluoro-7-oxo-thiopyrano-[2,3-d]-imidazol-1-(5H)-yl)-methyl]-(1,1'-biphenyl)-2-sulfonamide). Yield: 96.4%. RXN SMILES: [CH2:1]([C:5]1[N:6]([CH2:16][C:17]2[CH:22]=[CH:21][C:20]([C:23]3[C:24]([S:29]([N:32]=CN(C)C)(=[O:31])=[O:30])=[CH:25][CH:26]=[CH:27][CH:28]=3)=[CH:19][CH:18]=2)[C:7]2[C:13](=[O:14])[CH:12]([F:15])[CH2:11][S:10][C:8]=2[N:9]=1)[CH2:2][CH2:3][CH3:4].Cl>C(O)C>[CH2:1]([C:5]1[N:6]([CH2:16][C:17]2[CH:18]=[CH:19][C:20]([C:23]3[C:24]([S:29]([NH2:32])(=[O:30])=[O:31])=[CH:25][CH:26]=[CH:27][CH:28]=3)=[CH:21][CH:22]=2)[C:7]2[C:13](=[O:14])[CH:12]([F:15])[CH2:11][S:10][C:8]=2[N:9]=1)[CH2:2][CH2:3][CH3:4]. Procedure details: Using the procedure of Example 2, 330 mg of the product of Example 12, 3.3 ml of ethanol and i ml of concentrated hydrochloric acid were reacted to obtain 285 mg of the crude product which was used as is in the following example and melted at 208° C. The reactants are CC(C)(C)c1cc(F)ccc1OC1CN(C(=O)C(=O)O)C1, CCN, CCN=C=NCCCN(C)C, CC#N, Cl, On1nnc2ccccc21. Product: CCNC(=O)C(=O)N1CC(Oc2ccc(F)cc2C(C)(C)C)C1. RXN SMILES: [C:1]([CH3:2])([CH3:3])([CH3:4])[c:5]1[c:6]([O:7][CH:8]2[CH2:9][N:10]([C:12]([C:13](=[O:14])[OH:15])=[O:16])[CH2:11]2)[cH:17][cH:18][c:19]([F:21])[cH:20]1.[CH2:23]([CH3:24])[NH2:25].[CH3:26][CH2:27][N:28]=[C:29]=[N:30][CH2:31][CH2:32][CH2:33][N:34]([CH3:35])[CH3:36].[CH3:47][C:48]#[N:49].[ClH:22].[OH:37][n:38]1[c:39]2[c:40]([cH:41][cH:42][cH:43][cH:44]2)[n:45][n:46]1>>[C:1]([CH3:2])([CH3:3])([CH3:4])[c:5]1[c:6]([O:7][CH:8]2[CH2:9][N:10]([C:12]([C:13](=[O:14])[NH:25][CH2:23][CH3:24])=[O:16])[CH2:11]2)[cH:17][cH:18][c:19]([F:21])[cH:20]1. Reactants: O=C([O-])[O-], COc1cccc(O)c1, N#Cc1cccnc1Cl, [K+], [K+], CN(C)C=O. Product: COc1cccc(Oc2ncccc2C#N)c1. Reaction SMILES: [C:10](=[O:11])([O-:12])[O-:13].[CH3:1][O:2][c:3]1[cH:4][cH:5][cH:6][c:7]([OH:8])[cH:9]1.[Cl:16][c:17]1[c:18]([C:19]#[N:20])[cH:21][cH:22][cH:23][n:24]1.[K+:14].[K+:15].[O:25]=[CH:26][N:27]([CH3:28])[CH3:29]>>[CH3:1][O:2][c:3]1[cH:4][cH:5][cH:6][c:7]([O:8][c:17]2[c:18]([C:19]#[N:20])[cH:21][cH:22][cH:23][n:24]2)[cH:9]1. Starting materials: C(C1=CC=CC=C1)N(C1(COCC1)CNC1=CC(=NC2=CC=C(C=C12)C)N1CCS(C2=C(C1)C=CC=C2)(=O)=O)CC2=CC=CC=C2 (N-{[3-(Dibenzylamino)tetrahydrofuran-3-yl]methyl}-2-(1,1-dioxido-2,3-dihydro-1,4-benzothiazepin-4(5H)-yl)-6-methylquinolin-4-amine), N[C@@H]1CN(C[C@H]1O)C(=O)OCC1=CC=CC=C1 (benzyl trans-3-amino-4-hydroxypyrrolidine-1-carboxylate). The product is O=S1(CCN(CC2=C1C=CC=C2)C2=NC1=CC=CC=C1C(=C2)N[C@H]2[C@@H](CNC2)O)=O (trans-4-{[2-(1,1-Dioxido-2,3-dihydro-1,4-benzothiazepin-4(5H)-yl)quinolin-4-yl]amino}pyrrolidin-3-ol). RXN SMILES: C(N(CC1C=CC=CC=1)C1([CH2:14][NH:15][C:16]2[C:25]3[C:20](=[CH:21][CH:22]=[C:23](C)[CH:24]=3)[N:19]=[C:18]([N:27]3[CH2:33][C:32]4[CH:34]=[CH:35][CH:36]=[CH:37][C:31]=4[S:30](=[O:39])(=[O:38])[CH2:29][CH2:28]3)[CH:17]=2)CCOC1)C1C=CC=CC=1.N[C@H]1[C@H:52]([OH:53])[CH2:51][N:50](C(OCC2C=CC=CC=2)=O)[CH2:49]1>>[O:38]=[S:30]1(=[O:39])[C:31]2[CH:37]=[CH:36][CH:35]=[CH:34][C:32]=2[CH2:33][N:27]([C:18]2[CH:17]=[C:16]([NH:15][C@@H:14]3[CH2:49][NH:50][CH2:51][C@H:52]3[OH:53])[C:25]3[C:20](=[CH:21][CH:22]=[CH:23][CH:24]=3)[N:19]=2)[CH2:28][CH2:29]1. Procedure details: The title compound was prepared in analogy to Example 28-1 in Scheme 8 by using 4-(4-bromoquinolin-2-yl)-2,3,4,5-tetrahydro-1,4-benzothiazepine 1,1-dioxide (prepared in analogy to 4-(4-chloro-6-methylquinolin-2-yl)-2,3,4,5-tetrahydro-1,4-benzothiazepine 1,1-dioxide in Example 2-1) and benzyl trans-3-amino-4-hydroxypyrrolidine-1-carboxylate. MS obsd. (ESI+) [(M+H)+] 439, 1H NMR (400 MHz, CD3OD) δ ppm 8.29-8.22 (d, J=7.6 Hz, 1 H), 8.12-8.08 (d, J=1.2 Hz, 1 H), 7.98-7.92 (d, J=7.6 Hz, 1 H), 7.88-7....